From a dataset of the Open Reaction Database (ORD), a public repository of structured organic reaction records. describe an organic reaction: reactants, conditions, products, and yield Starting materials: N1C(C=CC=C1)=O (pyridinone), C([O-])([O-])=O.[Cs+].[Cs+] (cesium carbonate), C(=O)([O-])[O-].[Cs+].[Cs+] (Cs2CO3), COS(=O)(=O)OC (dimethylsulfate), OC=1C(N(CCC1C(CC)=O)CC1=CC=C(C=C1)OC)=O (3-Hydroxy-1-(4-methoxybenzyl)-4-propionyl-5,6-dihydro-1H-pyridin-2-one), COS(=O)(=O)OC (dimethylsulfate). Solvent: CN(C=O)C (dimethylformamide). Conditions: time 16 hour. Product: COC=1C(NC=CC1)=O (3-methoxy-pyridinone). As a reaction SMILES: [NH:1]1[CH:6]=[CH:5][CH:4]=[CH:3][C:2]1=[O:7].[OH:8][C:9]1C(=O)N(CC2C=CC(OC)=CC=2)CCC=1C(=O)CC.COS(OC)(=O)=O.C(=O)([O-])[O-].[Cs+].[Cs+]>CN(C)C=O>[CH3:9][O:8][C:3]1[C:2](=[O:7])[NH:1][CH:6]=[CH:5][CH:4]=1 |f:3.4.5|. Procedure: said pyridinone compound of Formula (6.0.0) by methylation with dimethylsulfate; wherein a reaction mixture is established with dimethylformamide (DMF) solvent in the presence of cesium carbonate, Cs2CO3, with gradual addition of said dimethylsulfate over a period of 30 minutes, while said reaction mixture temperature is kept at from 20° to 25° C.; and thereafter, said reaction mixture is maintained at said temperature and stirred for 16 hours; whereby there is produced a 3-methoxy-pyridinone co... Reactants: C(C)(C)(C)OC(=O)[C@@H](CCCC1=CC=CC=C1)[C@H](C(=O)O)CC(C)C (2(R)-[1(S)-(tert-butoxycarbonyl)-4-phenylbutyl]-4-methylvaleric acid). The reagents and catalysts are [Pt]=O (platinum oxide). Run in C(C)(=O)O (acetic acid). Product: C(C)(C)(C)OC(=O)[C@@H](CCCC1CCCCC1)[C@H](C(=O)O)CC(C)C (2(R)-[1(S)-(tert-butoxycarbonyl)-4-cyclohexyl-butyl]-4-methylvaleric acid). Isolated yield 65.9%. Reaction SMILES: [C:1]([O:5][C:6]([C@H:8]([C@@H:18]([CH2:22][CH:23]([CH3:25])[CH3:24])[C:19]([OH:21])=[O:20])[CH2:9][CH2:10][CH2:11][C:12]1[CH:17]=[CH:16][CH:15]=[CH:14][CH:13]=1)=[O:7])([CH3:4])([CH3:3])[CH3:2]>C(O)(=O)C.[Pt]=O>[C:1]([O:5][C:6]([C@H:8]([C@@H:18]([CH2:22][CH:23]([CH3:25])[CH3:24])[C:19]([OH:21])=[O:20])[CH2:9][CH2:10][CH2:11][CH:12]1[CH2:13][CH2:14][CH2:15][CH2:16][CH2:17]1)=[O:7])([CH3:4])([CH3:3])[CH3:2]. Procedure details: A solution of 1.0 g of 2(R)-[1(S)-(tert-butoxycarbonyl)-4-phenylbutyl]-4-methylvaleric acid in 30 ml of acetic acid was hydrogenated over 300 mg of platinum oxide for 1.5 hours. The catalyst was removed by filtration and the solvent was evaporated. Final traces of acetic acid were removed by the addition and evaporation of toluene (3×10 ml). Chromatography on silica gel using diethyl ether/hexane (1:7) for the elution followed by evaporation yielded 0.67 g of 2(R)-[1(S)-(tert-butoxycarbonyl)-4-c...